describe an organic reaction: reactants, conditions, products, and yield From a dataset of the Open Reaction Database (ORD), a public repository of structured organic reaction records. The reactants are ClC(Cl)Cl, O=C(NCc1ccc(F)cc1)c1ncc2cccnc2c1O, O=C1CCC(=O)N1I, CN(C)C=O, O. Yields the product O=C(NCc1ccc(F)cc1)c1nc(I)c2cccnc2c1O. Reaction SMILES: [CH:32]([Cl:33])([Cl:34])[Cl:35].[F:1][c:2]1[cH:3][cH:4][c:5]([CH2:6][NH:7][C:8](=[O:9])[c:10]2[n:11][cH:12][c:13]3[cH:14][cH:15][cH:16][n:17][c:18]3[c:19]2[OH:20])[cH:21][cH:22]1.[I:23][N:24]1[C:25](=[O:26])[CH2:27][CH2:28][C:29]1=[O:30].[O:36]=[CH:37][N:38]([CH3:39])[CH3:40].[OH2:31]>>[F:1][c:2]1[cH:3][cH:4][c:5]([CH2:6][NH:7][C:8](=[O:9])[c:10]2[n:11][c:12]([I:23])[c:13]3[cH:14][cH:15][cH:16][n:17][c:18]3[c:19]2[OH:20])[cH:21][cH:22]1. The reactants are S1C(=NC2=C1C=CC=C2)N[C@@H]2C[C@H](C2)NC2=NC=CC=C2[N+](=O)[O-] (Trans-N1-(benzo[d]thiazol-2-yl)-N3-(3-nitropyridin-2-yl)cyclobutane-1,3-diamine), [Cl-].[NH4+] (ammonium chloride). The reagents and catalysts are [Fe] (iron). Run in O (water), C(C)O (ethanol). Conditions: temperature 50 celsius, time 16 hour. The product is S1C(=NC2=C1C=CC=C2)N[C@@H]2C[C@H](C2)NC2=NC=CC=C2N (N2-(trans-3-(benzo[d]thiazol-2-ylamino)cyclobutyl)pyridine-2,3-diamine). Yield: 69.9%. Reaction SMILES: [S:1]1[C:5]2[CH:6]=[CH:7][CH:8]=[CH:9][C:4]=2[N:3]=[C:2]1[NH:10][C@H:11]1[CH2:14][C@H:13]([NH:15][C:16]2[C:21]([N+:22]([O-])=O)=[CH:20][CH:19]=[CH:18][N:17]=2)[CH2:12]1.[Cl-].[NH4+]>O.C(O)C.[Fe]>[S:1]1[C:5]2[CH:6]=[CH:7][CH:8]=[CH:9][C:4]=2[N:3]=[C:2]1[NH:10][C@H:11]1[CH2:12][C@H:13]([NH:15][C:16]2[C:21]([NH2:22])=[CH:20][CH:19]=[CH:18][N:17]=2)[CH2:14]1 |f:1.2|. Reported procedure: Trans-N1-(benzo[d]thiazol-2-yl)-N3-(3-nitropyridin-2-yl)cyclobutane-1,3-diamine (580 mg, 1.699 mmol), ammonium chloride (46 mg, 0.849 mmol) and iron dust (0.036 mL, 5.10 mmol) were suspended in a mixture of water (1.000 mL) and ethanol (3 mL). The reaction mixture was stirred at 50° C. for 16 hours then cooled and partitioned between water (100 mL) and ethyl acetate (100 mL). The organic phase was dried with sodium sulfate and evaporated to dryness under reduced pressure. Purification using sili... Reactants: [Se]1(C=NC2=C1C=CC=C2)=O (benzoselenazolinone), polyphosphoric acid, C(C1=CC=CC=C1)(=O)O (benzoic acid). The solvent is O (water). Conditions: temperature 130 celsius. Yields the product C(C1=CC=CC=C1)(=O)C1=CC2=C(N=C[Se]2=O)C=C1 (6-Benzoylbenzoselenazolinone). RXN SMILES: [Se:1]1(=[O:10])[C:5]2[CH:6]=[CH:7][CH:8]=[CH:9][C:4]=2[N:3]=[CH:2]1.[C:11](O)(=[O:18])[C:12]1[CH:17]=[CH:16][CH:15]=[CH:14][CH:13]=1>O>[C:11]([C:7]1[CH:8]=[CH:9][C:4]2[N:3]=[CH:2][Se:1](=[O:10])[C:5]=2[CH:6]=1)(=[O:18])[C:12]1[CH:17]=[CH:16][CH:15]=[CH:14][CH:13]=1. Procedure: 1.98 g (0.01 mol) of benzoselenazolinone, 50 to 60 g of polyphosphoric acid and 1.35 g (0.011 mol) of benzoic acid are introduced into a 100-cm3 round-bottomed flask. The mixture is heated on an oil bath to a temperature of 130° C. for a time T of 3 hours, with stirring. The reaction mixture is then hydrolyzed in 300 cm3 of cold water. The product is drained, washed with water, dried and recrystallized. Reactants: ClC=1N=C(C=2N=CN([C@H]3C[C@H](O)[C@@H](CO)O3)C2N1)O (2-chloro-2′-deoxy inosine), C(CCCCCCCC)N (nonylamine). Yields the product C(CCCCCCCC)NC=1NC(C=2N=CN([C@H]3C[C@H](O)[C@@H](CO)O3)C2N1)=O (N2-nonyl-2′-deoxyguanosine). RXN SMILES: Cl[C:2]1[N:3]=[C:4]([OH:19])[C:5]2[N:6]=[CH:7][N:8]([C:17]=2[N:18]=1)[C@@H:9]1[O:16][C@H:13]([CH2:14][OH:15])[C@@H:11]([OH:12])[CH2:10]1.[CH2:20]([NH2:29])[CH2:21][CH2:22][CH2:23][CH2:24][CH2:25][CH2:26][CH2:27][CH3:28]>>[CH2:20]([NH:29][C:2]1[NH:3][C:4](=[O:19])[C:5]2[N:6]=[CH:7][N:8]([C:17]=2[N:18]=1)[C@@H:9]1[O:16][C@H:13]([CH2:14][OH:15])[C@@H:11]([OH:12])[CH2:10]1)[CH2:21][CH2:22][CH2:23][CH2:24][CH2:25][CH2:26][CH2:27][CH3:28]. Reported procedure: The compound 115 is prepared from compound 102 (9.5 g, 22 mmol) and nonylamine (9.58 g, 67 mmole) as per example 103. The crude product was evaporated to dryness and the residue was co-evaporated with a mixture of ethanol and toluene (three times). The resulting residue was dissolved in ethanol and cooled to yield a small amount of product. It was filtered and the filtrate evaporated to dryness. The residue was used without characterization. Starting materials: Grignard reagent, BrCCC=C(C)C (5-bromo-2-methyl-2-pentene), [Mg] (magnesium), C1(=CC=CC=C1)C1(OCCO1)CCCC(C)=O (5-(2-phenyl-1,3-dioxolan-2-yl)-2-pentanone), [NH4+].[Cl-] (NH4Cl). The solvent is CCOCC (ether), CCOCC (ether), CCOCC (ether), CCCCCCC.CCOCC (heptane ether). Conditions: time 45 minute. The product is CC(CCCC1(OCCO1)C1=CC=CC=C1)(CCC=C(C)C)O (4,8-dimethyl-1-(2-phenyl-1, 3-dioxolan-2-yl)-7-nonen-4-ol). Isolated yield 37.8%. RXN SMILES: Br[CH2:2][CH2:3][CH:4]=[C:5]([CH3:7])[CH3:6].[Mg].[C:9]1([C:15]2([CH2:20][CH2:21][CH2:22][C:23](=[O:25])[CH3:24])[O:19][CH2:18][CH2:17][O:16]2)[CH:14]=[CH:13][CH:12]=[CH:11][CH:10]=1.[NH4+].[Cl-]>CCOCC.CCCCCCC.CCOCC>[CH3:24][C:23]([OH:25])([CH2:2][CH2:3][CH:4]=[C:5]([CH3:7])[CH3:6])[CH2:22][CH2:21][CH2:20][C:15]1([C:9]2[CH:10]=[CH:11][CH:12]=[CH:13][CH:14]=2)[O:19][CH2:18][CH2:17][O:16]1 |f:3.4,6.7|. Reported procedure: A Grignard reagent of 3.50 g (0.021 mol) of 5-bromo-2-methyl-2-pentene in 13 ml of ether and 0.62 g (0.026 mol) of magnesium turnings in 14 ml of ether was added slowly at −25° under N2 to a stirred solution of 5.54 g (0.024 mol) of 5-(2-phenyl-1,3-dioxolan-2-yl)-2-pentanone obtained under b) in 20 ml of ether. During the introduction, the temperature was left rising up to −5° C. and the reaction mixture left stirring for 45 min. Then a saturated solution of NH4Cl was added and the formation of ... Reactants: N#Cc1cnn2c(-c3cccc(C(F)(F)F)c3)ccnc12, O, O=S(=O)(O)O. The product is NC(=O)c1cnn2c(-c3cccc(C(F)(F)F)c3)ccnc12. RXN SMILES: [F:1][C:2]([c:3]1[cH:4][c:5](-[c:9]2[cH:10][cH:11][n:12][c:13]3[n:14]2[n:15][cH:16][c:17]3[C:18]#[N:19])[cH:6][cH:7][cH:8]1)([F:20])[F:21].[OH2:27].[S:22]([OH:23])(=[O:24])(=[O:25])[OH:26]>>[F:1][C:2]([c:3]1[cH:4][c:5](-[c:9]2[cH:10][cH:11][n:12][c:13]3[n:14]2[n:15][cH:16][c:17]3[C:18]([NH2:19])=[O:23])[cH:6][cH:7][cH:8]1)([F:20])[F:21]. Reactants: Cc1ccc(C(=O)O)c(C(F)(F)F)c1, O=C(Cl)C(=O)Cl, ClCCl, CN(C)C=O. Product: Cc1ccc(C(=O)Cl)c(C(F)(F)F)c1. RXN SMILES: [CH3:1][c:2]1[cH:3][c:4]([C:11]([F:12])([F:13])[F:14])[c:5]([C:6](=[O:7])[OH:8])[cH:9][cH:10]1.[Cl:15][C:16]([C:17]([Cl:18])=[O:19])=[O:20].[Cl:26][CH2:27][Cl:28].[O:21]=[CH:22][N:23]([CH3:24])[CH3:25]>>[CH3:1][c:2]1[cH:3][c:4]([C:11]([F:12])([F:13])[F:14])[c:5]([C:6](=[O:7])[Cl:15])[cH:9][cH:10]1. Starting materials: CCC(=O)c1ccc(C)c(C)c1, CCOC(C)=O, Cl, Cl, C1CCNCC1. The product is Cc1ccc(C(=O)C(C)CN2CCCCC2)cc1C, Cl. Reaction SMILES: [CH3:1][c:2]1[cH:3][c:4]([C:9]([CH2:10][CH3:11])=[O:12])[cH:5][cH:6][c:7]1[CH3:8].[CH3:21][CH2:22][O:23][C:24](=[O:25])[CH3:26].[ClH:13].[ClH:20].[NH:14]1[CH2:15][CH2:16][CH2:17][CH2:18][CH2:19]1>>[CH3:1][c:2]1[cH:3][c:4]([C:9]([CH:10]([CH3:11])[CH2:21][N:14]2[CH2:15][CH2:16][CH2:17][CH2:18][CH2:19]2)=[O:12])[cH:5][cH:6][c:7]1[CH3:8].[ClH:13].